From a dataset of the Open Reaction Database (ORD), a public repository of structured organic reaction records. describe an organic reaction: reactants, conditions, products, and yield Yields the product N(=[N+]=[N-])C1=CC=2[C@@]3(C4=CC(=CC=C4OC2C=C1)OC)N=C(OC3)N ((S)-2′-azido-7′-methoxy-5H-spiro[oxazole-4,9′-xanthen]-2-amine). Reactants: BrC1=CC=2[C@@]3(C4=CC(=CC=C4OC2C=C1)OC)N=C(OC3)N ((R)-2′-bromo-7′-methoxy-5H-spiro[oxazole-4,9′-xanthen]-2-amine), [N-]=[N+]=[N-].[Na+] (sodium azide), [Na].O=C1C(O)=C(O)[C@H](O1)[C@@H](O)CO (L-ascorbic acid sodium salt), CN[C@H]1[C@@H](CCCC1)NC ((1R,2R)—N1,N2-dimethylcyclohexane-1,2-diamine). The reagents and catalysts are [Cu]I (copper(I) iodide). As a reaction SMILES: Br[C:2]1[CH:15]=[CH:14][C:13]2[O:12][C:11]3[C:6](=[CH:7][C:8]([O:16][CH3:17])=[CH:9][CH:10]=3)[C@:5]3([CH2:21][O:20][C:19]([NH2:22])=[N:18]3)[C:4]=2[CH:3]=1.[N-:23]=[N+:24]=[N-:25].[Na+].[Na].O=C1O[C@H]([C@H](CO)O)C(O)=C1O.CN[C@@H]1CCCC[C@H]1NC>CCO.O.[Cu]I>[N:23]([C:2]1[CH:15]=[CH:14][C:13]2[O:12][C:11]3[C:6](=[CH:7][C:8]([O:16][CH3:17])=[CH:9][CH:10]=3)[C@:5]3([CH2:21][O:20][C:19]([NH2:22])=[N:18]3)[C:4]=2[CH:3]=1)=[N+:24]=[N-:25] |f:1.2,3.4,^1:26|. Reaction conditions: temperature 100 celsius. Procedure details: A 5 mL smith synthesizer vial was charged with (R)-2′-bromo-7′-methoxy-5H-spiro[oxazole-4,9′-xanthen]-2-amine (1.248 g, 3.46 mmol), sodium azide (0.684 g, 10.52 mmol), L-ascorbic acid sodium salt (0.057 g, 0.288 mmol), copper(I) iodide (0.131 g, 0.688 mmol), and (1R,2R)—N1,N2-dimethylcyclohexane-1,2-diamine (0.116 mL, 0.736 mmol) in EtOH (6.0 mL), water (2.6 mL) and the reaction was heated to 100° C. in the microwave for 35 minutes. The reaction vial was cooled to RT and concentrated on the rota... Solvent: CCO (EtOH), O (water). Starting materials: FC1=CC=C(CC2=CN=C3C(=C(C(N(C3=C2)CC2=CC=C(C=C2)S(=O)(=O)C)=O)C(=O)OCC)O)C=C1 (ethyl 7-(4-fluorobenzyl)-4-hydroxy-1-[4-(methylsulfonyl)benzyl]-2-oxo-1,2-dihydro-1,5-naphthyridine-3-carboxylate), NCC1=CC=NC=C1 (4-(aminomethyl)pyridine). Product: FC1=CC=C(CC2=CN=C3C(=C(C(N(C3=C2)CC2=CC=C(C=C2)S(=O)(=O)C)=O)C(=O)NCC2=CC=NC=C2)O)C=C1 (7-(4-Fluorobenzyl)-4-hydroxy-1-[4-(methylsulfonyl)benzyl]-2-oxo-N-(pyridin-4-ylmethyl)-1,2-dihydro-1,5-naphthyridine-3-carboxamide). Reaction SMILES: [F:1][C:2]1[CH:36]=[CH:35][C:5]([CH2:6][C:7]2[CH:16]=[C:15]3[C:10]([C:11]([OH:34])=[C:12]([C:29]([O:31]CC)=O)[C:13](=[O:28])[N:14]3[CH2:17][C:18]3[CH:23]=[CH:22][C:21]([S:24]([CH3:27])(=[O:26])=[O:25])=[CH:20][CH:19]=3)=[N:9][CH:8]=2)=[CH:4][CH:3]=1.[NH2:37][CH2:38][C:39]1[CH:44]=[CH:43][N:42]=[CH:41][CH:40]=1>>[F:1][C:2]1[CH:36]=[CH:35][C:5]([CH2:6][C:7]2[CH:16]=[C:15]3[C:10]([C:11]([OH:34])=[C:12]([C:29]([NH:37][CH2:38][C:39]4[CH:44]=[CH:43][N:42]=[CH:41][CH:40]=4)=[O:31])[C:13](=[O:28])[N:14]3[CH2:17][C:18]3[CH:19]=[CH:20][C:21]([S:24]([CH3:27])(=[O:26])=[O:25])=[CH:22][CH:23]=3)=[N:9][CH:8]=2)=[CH:4][CH:3]=1. Procedure details: This compound was prepared from ethyl 7-(4-fluorobenzyl)-4-hydroxy-1-[4-(methylsulfonyl)benzyl]-2-oxo-1,2-dihydro-1,5-naphthyridine-3-carboxylate and 4-(aminomethyl)pyridine employing methods similar to those described in Example 5 and was obtained as a white solid; 1H NMR (CDCl3) δ 10.59 (1H, t, J˜6 Hz), 8.64 (2H, d, J=6 Hz), 8.62 (1H, d, J=1.2 Hz), 7.86 (2H, d, J=8 Hz), 7.55 (2H, d, J=6 Hz), 7.22 (2H, d, J=8 Hz), 7.06 (1H, s), 7.00 (4H, m), 5.43 (2H, br), 4.78 (2H, d, J=6 Hz), 4.05 (2H, s), 3.... Reactants: NC=1C=CC(=NC1)OC (5-amino-2-methoxypyridine), NC=1C=CC(=NC1)Cl (5-amino-2-chloropyridine). The product is COC1=NC=C(C=C1)NC (2-Methoxy-5-methylaminopyridine). Reaction SMILES: [NH2:1][C:2]1[CH:3]=[CH:4][C:5]([O:8][CH3:9])=[N:6][CH:7]=1.N[C:11]1C=CC(Cl)=NC=1>>[CH3:9][O:8][C:5]1[CH:4]=[CH:3][C:2]([NH:1][CH3:11])=[CH:7][N:6]=1. Procedure: The reaction procedure of Reference Example 24 was repeated except that 5-amino-2-methoxypyridine was used in lieu of 5-amino-2-chloropyridine to give the title compound as a yellow oil.